From a dataset of the Open Reaction Database (ORD), a public repository of structured organic reaction records. describe an organic reaction: reactants, conditions, products, and yield Reactants: CO, COc1ccccc1Oc1c(Cl)nc(-c2ncccn2)nc1Cl, N. The product is COc1ccccc1Oc1c(N)nc(-c2ncccn2)nc1Cl. RXN SMILES: [CH3:25][OH:26].[Cl:1][c:2]1[n:3][c:4](-[c:18]2[n:19][cH:20][cH:21][cH:22][n:23]2)[n:5][c:6]([Cl:17])[c:7]1[O:8][c:9]1[c:10]([O:15][CH3:16])[cH:11][cH:12][cH:13][cH:14]1.[NH3:24]>>[Cl:1][c:2]1[n:3][c:4](-[c:18]2[n:19][cH:20][cH:21][cH:22][n:23]2)[n:5][c:6]([NH2:24])[c:7]1[O:8][c:9]1[c:10]([O:15][CH3:16])[cH:11][cH:12][cH:13][cH:14]1. Starting materials: CC=1C2=C(N=C(N1)N)OCC2 (5,6-dihydro-4-methylfuro(2,3-d)pyrimidin-2-amine), N12CCN(CC1)CC2 (1,4-diazabicyclo[2,2,2]octane), CN1N=NC2=C1C=CC=C2S(=O)(=O)N=C=O (1-methyl-1H-benzotriazole-4-sulfonylisocyanate). Run in C(C)#N (acetonitrile), C(C)#N (acetonitrile), O (water). Run at time 4 hour. Yields the product CC=1C2=C(N=C(N1)NC(=O)NS(=O)(=O)C1=CC=CC=3N(N=NC31)C)OCC2 (N-[(5,6-Dihydro-4-methylfuro(2,3-d)pyrimidin-2-yl)-aminocarbonyl]-1-methyl-1H-benzotriazole-4-sulfonamide). RXN SMILES: [CH3:1][C:2]1[C:3]2[CH2:11][CH2:10][O:9][C:4]=2[N:5]=[C:6]([NH2:8])[N:7]=1.N12CCN(CC1)CC2.[CH3:20][N:21]1[C:25]2[CH:26]=[CH:27][CH:28]=[C:29]([S:30]([N:33]=[C:34]=[O:35])(=[O:32])=[O:31])[C:24]=2[N:23]=[N:22]1>C(#N)C.O>[CH3:1][C:2]1[C:3]2[CH2:11][CH2:10][O:9][C:4]=2[N:5]=[C:6]([NH:8][C:34]([NH:33][S:30]([C:29]2[C:24]3[N:23]=[N:22][N:21]([CH3:20])[C:25]=3[CH:26]=[CH:27][CH:28]=2)(=[O:31])=[O:32])=[O:35])[N:7]=1. Reported procedure: To a stirred solution of 5,6-dihydro-4-methylfuro(2,3-d)pyrimidin-2-amine (0.08 g) and 1,4-diazabicyclo[2,2,2]octane (catalytic amount) in acetonitrile (5 mL) was added 0.125M 1-methyl-1H-benzotriazole-4-sulfonylisocyanate in acetonitrile (4.0 mL) under a nitrogen atmosphere. After stirring for 4 hours, the reaction was diluted with water (20 mL) and the precipitate was filtered, washed with water and ether, and dried to give 0.09 g of the title compound as a white solid. m.p. 234°-240° C. with ...